Dataset: the Open Reaction Database (ORD), a public repository of structured organic reaction records. Task: describe an organic reaction: reactants, conditions, products, and yield As a reaction SMILES: [Br:17][CH2:18][c:19]1[cH:20][cH:21][c:22]([C:25]([C:26]([F:27])([F:28])[F:29])([C:30]([F:31])([F:32])[F:33])[OH:34])[cH:23][cH:24]1.[CH3:42][C:43]#[N:44].[I-:41].[NH2:1][c:2]1[c:3]([Cl:16])[cH:4][c:5]([C:8](=[O:9])[N:10]2[CH2:11][CH2:12][NH:13][CH2:14][CH2:15]2)[cH:6][cH:7]1.[Na+:35].[Na+:40].[OH:36][C:37](=[O:38])[O-:39]>>[NH2:1][c:2]1[c:3]([Cl:16])[cH:4][c:5]([C:8](=[O:9])[N:10]2[CH2:11][CH2:12][N:13]([CH2:18][c:19]3[cH:20][cH:21][c:22]([C:25]([C:26]([F:27])([F:28])[F:29])([C:30]([F:31])([F:32])[F:33])[OH:34])[cH:23][cH:24]3)[CH2:14][CH2:15]2)[cH:6][cH:7]1. Yields the product Nc1ccc(C(=O)N2CCN(Cc3ccc(C(O)(C(F)(F)F)C(F)(F)F)cc3)CC2)cc1Cl. Reactants: OC(c1ccc(CBr)cc1)(C(F)(F)F)C(F)(F)F, CC#N, [I-], Nc1ccc(C(=O)N2CCNCC2)cc1Cl, [Na+], [Na+], O=C([O-])O. Starting materials: CC1=C(C=NC=C1)N1C(NCC1)=O (1-(4-methyl-pyridin-3-yl)-imidazolidin-2-one), BrC=1C=C(C#N)C=CC1 (3-bromo-benzonitrile), N[C@H]1[C@@H](CCCC1)N (trans-1,2-diamino cyclohexane), P(=O)([O-])([O-])[O-].[K+].[K+].[K+] (potassium phosphate). The reagents and catalysts are [Cu](I)I (copper iodide). Run in O1CCOCC1 (1,4-dioxane). Product: CC1=C(C=NC=C1)N1C(N(CC1)C=1C=C(C#N)C=CC1)=O (3-[3-(4-Methyl-pyridin-3-yl)-2-oxo-imidazolidin-1-yl]-benzonitrile). Isolated yield 50.9%. RXN SMILES: [CH3:1][C:2]1[CH:7]=[CH:6][N:5]=[CH:4][C:3]=1[N:8]1[CH2:12][CH2:11][NH:10][C:9]1=[O:13].Br[C:15]1[CH:16]=[C:17]([CH:20]=[CH:21][CH:22]=1)[C:18]#[N:19].N[C@@H]1CCCC[C@H]1N.P([O-])([O-])([O-])=O.[K+].[K+].[K+]>[Cu](I)I.O1CCOCC1>[CH3:1][C:2]1[CH:7]=[CH:6][N:5]=[CH:4][C:3]=1[N:8]1[CH2:12][CH2:11][N:10]([C:15]2[CH:16]=[C:17]([CH:20]=[CH:21][CH:22]=2)[C:18]#[N:19])[C:9]1=[O:13] |f:3.4.5.6|. Procedure details: Using the same reaction conditions as in Example 14, 1-(4-methyl-pyridin-3-yl)-imidazolidin-2-one (I-14b: 100 mg, 0.5643 mmol) was reacted with 3-bromo-benzonitrile (115 mg, 0.6317 mmol), 1,4-dioxane (20 mL), copper iodide (10.7 mg, 0.0564 mmol), trans-1,2-diamino cyclohexane (19.4 mg, 0.169 mmol) and potassium phosphate (300 mg, 1.413 mmol) to afford the crude product. Purification by column chromatography on silica gel (2% MeOH in CHCl3), followed by preparative HPLC afforded 80 mg of the prod... Reactants: C12(CC3CC(CC(C1)C3)C2)C=2C=C(C=CC2OC)CC(=O)Cl (3-(1-adamantyl)-4-methoxyphenylacetyl chloride), NC1=CC=C(C(=O)OC)C=C1 (methyl 4-aminobenzoate), methyl ester. The product is C12(CC3CC(CC(C1)C3)C2)C=2C=C(C=CC2OC)CC(=O)NC2=CC=C(C(=O)OC)C=C2 (Methyl 4-[3-(1-adamantyl)-4-methoxyphenylacetamido]benzoate). As a reaction SMILES: [C:1]12([C:11]3[CH:12]=[C:13]([CH2:19][C:20](Cl)=[O:21])[CH:14]=[CH:15][C:16]=3[O:17][CH3:18])[CH2:10][CH:5]3[CH2:6][CH:7]([CH2:9][CH:3]([CH2:4]3)[CH2:2]1)[CH2:8]2.[NH2:23][C:24]1[CH:33]=[CH:32][C:27]([C:28]([O:30][CH3:31])=[O:29])=[CH:26][CH:25]=1>>[C:1]12([C:11]3[CH:12]=[C:13]([CH2:19][C:20]([NH:23][C:24]4[CH:25]=[CH:26][C:27]([C:28]([O:30][CH3:31])=[O:29])=[CH:32][CH:33]=4)=[O:21])[CH:14]=[CH:15][C:16]=3[O:17][CH3:18])[CH2:10][CH:5]3[CH2:6][CH:7]([CH2:9][CH:3]([CH2:4]3)[CH2:2]1)[CH2:8]2. Procedure details: In a manner similar to Example 1(d), by reaction of 3.8 g (11.9 mmol) of 3-(1-adamantyl)-4-methoxyphenylacetyl chloride with 1.81 g (12 mmol) of methyl 4-aminobenzoate, 3.2 g (63%) of the expected methyl ester, melting point 146°-147° C., are obtained. Reactants: Cl (HCl), FC=1C=C(C=C(C1)F)C1=NN(C(C=C1)=O)CC=1C=C2C(=NNC2=CC1)C=1N=NN(C1)C1=CC=C(C(=O)O)C=C1 (4-[4-(5-{[3-(3,5-difluorophenyl)-6-oxopyridazin-1(6H)-yl]methyl}-1H-indazol-3-yl)-1H-1,2,3-triazol-1-yl]benzoic acid), C(=O)(N1C=NC=C1)N1C=NC=C1 (1,1′-carbonyldiimidazole), N1CCOCC1 (morpholine). The solvent is CN(C)C=O (DMF). Reaction conditions: temperature 10 celsius. The product is FC=1C=C(C=C(C1)F)C=1C=CC(N(N1)CC=1C=C2C(=NNC2=CC1)C=1N=NN(C1)C1=CC=C(C=C1)C(=O)N1CCOCC1)=O (6-(3,5-difluorophenyl)-2-[(3-{1-[4-(morpholin-4-ylcarbonyl)phenyl]-1H-1,2,3-triazol-4-yl}-1H-indazol-5-yl)methyl]pyridazin-3(2H)-one). RXN SMILES: [F:1][C:2]1[CH:3]=[C:4]([C:9]2[CH:14]=[CH:13][C:12](=[O:15])[N:11]([CH2:16][C:17]3[CH:18]=[C:19]4[C:23](=[CH:24][CH:25]=3)[NH:22][N:21]=[C:20]4[C:26]3[N:27]=[N:28][N:29]([C:31]4[CH:39]=[CH:38][C:34]([C:35](O)=[O:36])=[CH:33][CH:32]=4)[CH:30]=3)[N:10]=2)[CH:5]=[C:6]([F:8])[CH:7]=1.C(N1C=CN=C1)(N1C=CN=C1)=O.[NH:52]1[CH2:57][CH2:56][O:55][CH2:54][CH2:53]1.Cl>CN(C=O)C>[F:1][C:2]1[CH:3]=[C:4]([C:9]2[CH:14]=[CH:13][C:12](=[O:15])[N:11]([CH2:16][C:17]3[CH:18]=[C:19]4[C:23](=[CH:24][CH:25]=3)[NH:22][N:21]=[C:20]4[C:26]3[N:27]=[N:28][N:29]([C:31]4[CH:39]=[CH:38][C:34]([C:35]([N:52]5[CH2:57][CH2:56][O:55][CH2:54][CH2:53]5)=[O:36])=[CH:33][CH:32]=4)[CH:30]=3)[N:10]=2)[CH:5]=[C:6]([F:8])[CH:7]=1. Reported procedure: 4-[4-(5-{[3-(3,5-difluorophenyl)-6-oxopyridazin-1(6H)-yl]methyl}-1H-indazol-3-yl)-1H-1,2,3-triazol-1-yl]benzoic acid (218 mg; 0.22 mmol; 1.0 eq.) was added in one portion to a suspension of 1,1′-carbonyldiimidazole (97 mg; 0.60 mmol; 2.7 eq.) in DMF (20 mL). The reaction suspension was heated at 10° C. for 20 min then morpholine (100 μl; 1.15 mmol; 5.2 eq.) was added in one portion. The reaction mixture was heated at 100° C. for 16 h. It was allowed to cool to RT, poured into HCl (1N solution) a... Starting materials: N1CCNCCNCCNCCC1 (1,4,7,10-tetraazacyclotridecane), CN(P(N(C)C)N(C)C)C (hexamethylphosphorous triamide). Yields the product N12CCN3CCCN4CCN(CC1)P234 (1,4,8,11-tetraaza-14-phosphatetracyclo[6.5.1.04,14.011,14 ]tetradecane). As a reaction SMILES: [NH:1]1[CH2:13][CH2:12][CH2:11][NH:10][CH2:9][CH2:8][NH:7][CH2:6][CH2:5][NH:4][CH2:3][CH2:2]1.CN(C)[P:16](N(C)C)N(C)C>>[N:4]12[PH:16]34[N:10]([CH2:9][CH2:8][N:7]3[CH2:6][CH2:5]1)[CH2:11][CH2:12][CH2:13][N:1]4[CH2:2][CH2:3]2. Reported procedure: A mixture of 4.00 g (21.5 mmol) of 1,4,7,10-tetraazacyclotridecane and 3.50 g (21.5 mmol) of hexamethylphosphorous triamide is heated for 2 hr under nitrogen at 125° and then distilled under vacuum to give 3.84 g (83%) of clear, colorless, viscous liquid 1,4,8,11-tetraaza-14-phosphatetracyclo[6.5.1.04,14.011,14 ]tetradecane, bp 92° (0.30 mm). The reactants are Nc1ccc(Br)c(F)c1, CC=CC(=O)OCC, CCOC(=O)C=C(C)c1cc(F)c(N)cc1F. The product is CCOC(=O)C=C(C)c1ccc(N)cc1F. Reaction SMILES: [Br:1][c:2]1[cH:3][cH:4][c:5]([NH2:6])[cH:7][c:8]1[F:9].[C:10]([O:11][CH2:12][CH3:13])(=[O:14])[CH:15]=[CH:16][CH3:17].[NH2:18][c:19]1[cH:20][c:21]([F:34])[c:22]([C:26](=[CH:27][C:28](=[O:29])[O:30][CH2:31][CH3:32])[CH3:33])[cH:23][c:24]1[F:25]>>[NH2:18][c:19]1[cH:20][c:21]([F:34])[c:22]([C:26](=[CH:27][C:28](=[O:29])[O:30][CH2:31][CH3:32])[CH3:33])[cH:23][cH:24]1. Starting materials: O1CCOC12CCC(CC2)CC(=O)N2CCC(=CC2)C2=CC=CC=C2 (1-(1,4-dioxaspiro-[4,5]-dec-8-ylacetyl)-1,2,3,6-tetrahydro-4-phenylpyridine), [Cl-].[Al+3].[Cl-].[Cl-] (aluminum chloride), [H-].[Al+3].[Li+].[H-].[H-].[H-] (lithium aluminum hydride). The solvent is C(C)OCC (diethyl ether), O1CCCC1 (tetrahydrofuran), O1CCCC1 (tetrahydrofuran). Run at time 20 minute. Product: C1(=CC=CC=C1)C=1CCN(CC1)CCC1CCC(CC1)=O (4-[2-(3,6-Dihydro-4-phenyl-1(2H)-pyridinyl)ethyl]-cyclohexanone). RXN SMILES: [H-].[Al+3].[Li+].[H-].[H-].[H-].[Cl-].[Al+3].[Cl-].[Cl-].O1[C:15]2([CH2:20][CH2:19][CH:18]([CH2:21][C:22]([N:24]3[CH2:29][CH:28]=[C:27]([C:30]4[CH:35]=[CH:34][CH:33]=[CH:32][CH:31]=4)[CH2:26][CH2:25]3)=O)[CH2:17][CH2:16]2)[O:14]CC1>O1CCCC1.C(OCC)C>[C:30]1([C:27]2[CH2:28][CH2:29][N:24]([CH2:22][CH2:21][CH:18]3[CH2:19][CH2:20][C:15](=[O:14])[CH2:16][CH2:17]3)[CH2:25][CH:26]=2)[CH:31]=[CH:32][CH:33]=[CH:34][CH:35]=1 |f:0.1.2.3.4.5,6.7.8.9|. Procedure details: To a stirring suspension of lithium aluminum hydride (9.24 g) in 250 ml of dry tetrahydrofuran under nitrogen is added dropwise a solution of aluminum chloride (10.82 g) in 250 ml of diethyl ether. The mixture is stirred at room temperature for 20 minutes and a solution of 1-(1,4-dioxaspiro-[4,5]-dec-8-ylacetyl)-1,2,3,6-tetrahydro-4-phenylpyridine (27.70 ) (Example Ia) in 500 ml of tetrahydrofuran is added dropwise. The resulting mixture is stirred at room temperature for 12 hours. The reaction ...